This data is from the Open Reaction Database (ORD), a public repository of structured organic reaction records. The task is: describe an organic reaction: reactants, conditions, products, and yield The reactants are CN1CCCC1=O, [Cl-], [Li+], C1CCCCCC2OC2CCCC1. The product is O=C1CCCCCCCCCCC1. Reaction SMILES: [CH3:16][N:17]1[CH2:18][CH2:19][CH2:20][C:21]1=[O:22].[Cl-:15].[Li+:14].[O:1]1[CH:2]2[CH:3]1[CH2:4][CH2:5][CH2:6][CH2:7][CH2:8][CH2:9][CH2:10][CH2:11][CH2:12][CH2:13]2>>[O:1]=[C:2]1[CH2:3][CH2:4][CH2:5][CH2:6][CH2:7][CH2:8][CH2:9][CH2:10][CH2:11][CH2:12][CH2:13]1. The reactants are COC(C1=C(C=CC=C1)C)=O (2-methyl-benzoic acid methyl ester), BrNC(CCC(=O)N)=O (N-bromosuccinamide). The reagents and catalysts are C(C1=CC=CC=C1)(=O)OOC(C1=CC=CC=C1)=O (benzoyl peroxide). Run in C(Cl)(Cl)(Cl)Cl (carbon tetrachloride). Product: COC(C1=C(C=CC=C1)CBr)=O (2-bromomethyl-benzoic acid methyl ester). The yield is 87.3%. RXN SMILES: [CH3:1][O:2][C:3](=[O:11])[C:4]1[CH:9]=[CH:8][CH:7]=[CH:6][C:5]=1[CH3:10].[Br:12]NC(=O)CCC(N)=O>C(Cl)(Cl)(Cl)Cl.C(OOC(=O)C1C=CC=CC=1)(=O)C1C=CC=CC=1>[CH3:1][O:2][C:3](=[O:11])[C:4]1[CH:9]=[CH:8][CH:7]=[CH:6][C:5]=1[CH2:10][Br:12]. Reported procedure: A mixture of 2-methyl-benzoic acid methyl ester (1.53 g, 10 mmol), N-bromosuccinamide (1.95 g, 11 mmol), and benzoyl peroxide (0.056 g, 0.21 mmol) in carbon tetrachloride (20 mL) was heated at reflux until the starting materials were mostly consumed. Workup and silica gel column chromatography using 5% ethyl acetate in hexane afforded 2-bromomethyl-benzoic acid methyl ester (2.0 g, 87%). GC-MS: m/z 230 (M1)+. Starting materials: O1C=NC2=C1C=CC=C2 (benzoxazole), [Li]CCCC (n-BuLi), C(CCC)[Sn](CCCC)(CCCC)Cl (tri-n-butyltin chloride). The solvent is C1CCOC1 (THF). Run at temperature -78 celsius, time 30 minute. Yields the product C(CCC)[Sn](C=1OC2=C(N1)C=CC=C2)(CCCC)CCCC (2-(Tri-n-butylstannyl)-benzoxazole). Reaction SMILES: [O:1]1[C:5]2[CH:6]=[CH:7][CH:8]=[CH:9][C:4]=2[N:3]=[CH:2]1.[Li]CCCC.[CH2:15]([Sn:19](Cl)([CH2:24][CH2:25][CH2:26][CH3:27])[CH2:20][CH2:21][CH2:22][CH3:23])[CH2:16][CH2:17][CH3:18]>C1COCC1>[CH2:24]([Sn:19]([CH2:15][CH2:16][CH2:17][CH3:18])([CH2:20][CH2:21][CH2:22][CH3:23])[C:2]1[O:1][C:5]2[CH:6]=[CH:7][CH:8]=[CH:9][C:4]=2[N:3]=1)[CH2:25][CH2:26][CH3:27]. Procedure details: 20 ml of freshly distilled THF was flushed for 30 min with a stream of nitrogen after which benzoxazole (1.0 g, 8.3 mmol) was added. After being flushed for another 30 min, the solution was cooled to −78° C. and placed under inert nitrogen atmosphere. 0.9 equivalents of n-BuLi (2 M solution in hexane, 3.0 ml, 7.6 mmol) was added dropwise over a period of 1 h, during which the solution turned to pink. The solution was kept at −78° C. for 30 min and then tri-n-butyltin chloride (2.3 ml, 8.3 mmol) ...